From a dataset of the Open Reaction Database (ORD), a public repository of structured organic reaction records. describe an organic reaction: reactants, conditions, products, and yield Reactants: C(C)(=O)N1CCC(CC1)C(C1=C(C=C(C=C1)F)F)=O (1-acetyl-4-(2,4-difluorobenzoyl)piperidine), C(C1=CC=CC=C1)C1CCNCC1 (4-benzylpiperidine). Run at temperature 100 celsius, time 24 hour. Yields the product C(C)(=O)N1CCC(CC1)C(C1=C(C=C(C=C1)N1CCC(CC1)CC1=CC=CC=C1)N1CCC(CC1)CC1=CC=CC=C1)=O (1-Acetyl-4-[2,4-di[(4-benzyl)piperidino]benzoyl]piperidine). Reaction SMILES: [C:1]([N:4]1[CH2:9][CH2:8][CH:7]([C:10](=[O:19])[C:11]2[CH:16]=[CH:15][C:14](F)=[CH:13][C:12]=2F)[CH2:6][CH2:5]1)(=[O:3])[CH3:2].[CH2:20]([CH:27]1[CH2:32][CH2:31][NH:30][CH2:29][CH2:28]1)[C:21]1[CH:26]=[CH:25][CH:24]=[CH:23][CH:22]=1>>[C:1]([N:4]1[CH2:9][CH2:8][CH:7]([C:10](=[O:19])[C:11]2[CH:16]=[CH:15][C:14]([N:30]3[CH2:31][CH2:32][CH:27]([CH2:20][C:21]4[CH:26]=[CH:25][CH:24]=[CH:23][CH:22]=4)[CH2:28][CH2:29]3)=[CH:13][C:12]=2[N:4]2[CH2:9][CH2:8][CH:7]([CH2:10][C:11]3[CH:16]=[CH:15][CH:14]=[CH:13][CH:12]=3)[CH2:6][CH2:5]2)[CH2:6][CH2:5]1)(=[O:3])[CH3:2]. Procedure: A mixture consisting of 2.67 g of 1-acetyl-4-(2,4-difluorobenzoyl)piperidine and 8.8 ml of 4-benzylpiperidine was stirred at 100° C. for 24 hours and the reaction mixture was then worked up in the same manner as Example 2 to give 4.1 g of the title compound as oil The reactants are CC(=O)O, Cc1c(-c2nc(-c3c(F)cccc3Cl)nn2C)sc(Br)c1Br, O, [Zn]. Product: Cc1c(Br)csc1-c1nc(-c2c(F)cccc2Cl)nn1C. As a reaction SMILES: [CH3:23][C:24](=[O:25])[OH:26].[Cl:1][c:2]1[c:3](-[c:9]2[n:10][n:11]([CH3:22])[c:12](-[c:14]3[s:15][c:16]([Br:21])[c:17]([Br:20])[c:18]3[CH3:19])[n:13]2)[c:4]([F:8])[cH:5][cH:6][cH:7]1.[OH2:28].[Zn:27]>>[Cl:1][c:2]1[c:3](-[c:9]2[n:10][n:11]([CH3:22])[c:12](-[c:14]3[s:15][cH:16][c:17]([Br:20])[c:18]3[CH3:19])[n:13]2)[c:4]([F:8])[cH:5][cH:6][cH:7]1. Starting materials: CCO, COc1ccc(N2CCOCC2)c2sc(NC(=O)c3ccc(Cl)nc3)nc12, [H-], [Na+], C1COCCO1. Yields the product CCOc1ccc(C(=O)Nc2nc3c(OC)ccc(N4CCOCC4)c3s2)cn1. RXN SMILES: [CH3:1][CH2:2][OH:3].[Cl:6][c:7]1[n:8][cH:9][c:10]([C:11](=[O:12])[NH:13][c:14]2[s:15][c:16]3[c:17]([n:18]2)[c:19]([O:29][CH3:30])[cH:20][cH:21][c:22]3[N:23]2[CH2:24][CH2:25][O:26][CH2:27][CH2:28]2)[cH:31][cH:32]1.[H-:4].[Na+:5].[O:33]1[CH2:34][CH2:35][O:36][CH2:37][CH2:38]1>>[CH3:1][CH2:2][O:3][c:7]1[n:8][cH:9][c:10]([C:11](=[O:12])[NH:13][c:14]2[s:15][c:16]3[c:17]([n:18]2)[c:19]([O:29][CH3:30])[cH:20][cH:21][c:22]3[N:23]2[CH2:24][CH2:25][O:26][CH2:27][CH2:28]2)[cH:31][cH:32]1. Reactants: N1=CC=C(C=C1)SC1=CC=C2C(NC=NC2=C1)=O (7-(4-pyridylthio)-3,4-dihydroquinazolin-4-one), S(=O)(Cl)Cl (thionyl chloride), CN(C)C=O (DMF), OC=1C=C(N)C=CC1C (3-hydroxy-4-methylaniline). Solvent: C(C)(C)O (isopropanol). The product is Cl.OC=1C=C(NC2=NC=NC3=CC(=CC=C23)SC2=CC=NC=C2)C=CC1C (4-(3-hydroxy-4-methylanilino)-7-(4-pyridylthio)quinazoline hydrochloride). Isolated yield 73.0%. Reaction SMILES: [N:1]1[CH:6]=[CH:5][C:4]([S:7][C:8]2[CH:17]=[C:16]3[C:11]([C:12](=O)[NH:13][CH:14]=[N:15]3)=[CH:10][CH:9]=2)=[CH:3][CH:2]=1.S(Cl)([Cl:21])=O.CN(C=O)C.[OH:28][C:29]1[CH:30]=[C:31]([CH:33]=[CH:34][C:35]=1[CH3:36])[NH2:32]>C(O)(C)C>[ClH:21].[OH:28][C:29]1[CH:30]=[C:31]([CH:33]=[CH:34][C:35]=1[CH3:36])[NH:32][C:12]1[C:11]2[C:16](=[CH:17][C:8]([S:7][C:4]3[CH:5]=[CH:6][N:1]=[CH:2][CH:3]=3)=[CH:9][CH:10]=2)[N:15]=[CH:14][N:13]=1 |f:5.6|. Reported procedure: A mixture of 7-(4-pyridylthio)-3,4-dihydroquinazolin-4-one (100 mg, 0.4 mmol), thionyl chloride (20 ml) and DMF (0.1 ml) was heated at reflux for 1.5 hours. The volatiles were removed by evaporation and the residue azeotroped with toluene. A solution of 3-hydroxy-4-methylaniline (53 mg, 0.04 mmol) in isopropanol (10 ml) was added to the solid residue and the mixture was heated at reflux for 2 hours. The mixture was allowed to cool and the precipitated product collected by filtration, washed with... The reactants are BrC=1C=C(C=CC1)N (3-Bromophenylamine), C(=O)(N1C=NC=C1)N1C=NC=C1 (1,1′-carbonyldiimidazole), C12C(OC(C2C1)=O)=O (3-oxabicyclo[3.1.0]hexane-2,4-dione), C(=O)(N1C=NC=C1)N1C=NC=C1 (1,1′-carbonyldiimidazole). The solvent is ClCCl (dichloromethane). Conditions: temperature 50 celsius, time 3 hour. Yields the product BrC=1C=C(C=CC1)N1C(C2CC2C1=O)=O (3-(3-bromo-phenyl)-3-aza-bicyclo[3.1.0]hexane-2,4-dione). Yield: 98.6%. As a reaction SMILES: [Br:1][C:2]1[CH:3]=[C:4]([NH2:8])[CH:5]=[CH:6][CH:7]=1.[CH:9]12[CH2:14][CH:13]1[C:12](=[O:15])[O:11][C:10]2=O.C(N1C=CN=C1)(N1C=CN=C1)=O>ClCCl>[Br:1][C:2]1[CH:3]=[C:4]([N:8]2[C:10](=[O:11])[CH:9]3[CH:13]([CH2:14]3)[C:12]2=[O:15])[CH:5]=[CH:6][CH:7]=1. Procedure details: 3-Bromophenylamine (2.78 g, 16.2 mmol) and 3-oxabicyclo[3.1.0]hexane-2,4-dione (2.0 g, 17.8 mmol) were suspended in 90 mL dichloromethane. The reaction was stirred at 50° C. for 3 h. The reaction was cooled to room temperature and 1,1′-carbonyldiimidazole (3.14 g, 19.4 mmol) was added in portions. The reaction was heated again to 50° C. and stirred overnight then cooled to room temperature and the solvent was evaporated. The residue was redissolved in 90 mL 1,2-dichloroethane and additional 1,1′... Starting materials: FC1=CC=C(C=C1)CC(=O)N1C(OC[C@@H]1C(C)C)=O ((4S)-3-[(4-fluorophenyl)acetyl]-4-isopropyl-1,3-oxazolidin-2-one), solution, C[Si](C)(C)[N-][Si](C)(C)C.[Na+] (NaHMDS), CC(=O)O (HOAc). Solvent: C1CCOC1 (THF), C1CCOC1 (THF), CCOCC (ether). Reaction conditions: temperature -78 celsius, time 1 hour. Product: FC1=CC=C(C=C1)[C@@H](C(=O)N1C(OC[C@@H]1C(C)C)=O)C ((4S)-3-[(2S)-2-(4-fluorophenyl)propanoyl]-4-isopropyl-1,3-oxazolidin-2-one). Yield: 81.0%. Reaction SMILES: [F:1][C:2]1[CH:7]=[CH:6][C:5]([CH2:8][C:9]([N:11]2[C@@H:15]([CH:16]([CH3:18])[CH3:17])[CH2:14][O:13][C:12]2=[O:19])=[O:10])=[CH:4][CH:3]=1.[CH3:20][Si]([N-][Si](C)(C)C)(C)C.[Na+].CC(O)=O>C1COCC1.CCOCC>[F:1][C:2]1[CH:7]=[CH:6][C:5]([C@H:8]([CH3:20])[C:9]([N:11]2[C@@H:15]([CH:16]([CH3:17])[CH3:18])[CH2:14][O:13][C:12]2=[O:19])=[O:10])=[CH:4][CH:3]=1 |f:1.2|. Procedure details: To a solution of (4S)-3-[(4-fluorophenyl)acetyl]-4-isopropyl-1,3-oxazolidin-2-one (2.81 g, 10.6 mmol) in dry THF (40 mL) at −78° C. under argon, was added dropwise 1.0M solution of NaHMDS in THF (11.7 mL, 11.7 mmol) over a period of 10 min. After stirring at −78° C. for 1 h, Mel (3.30 mL, 53.0 mmol) was added. The resulting reaction mixture was stirred at −78° C. for 1 h and −40° C. for 2 h, quenched with HOAc (32 mmol) in ether (20 mL), filtered over celite. The filtrate was concentrated in vac... Reactants: C(C)(C)(C)OC(C1=C(C(=CC=C1)CC(B1OC2(C3C(C(CC2O1)C3)(C)C)C)NC(CC3=CC=C1C=CNC1=C3)=O)OC)=O (3-[2-(2-1H-Indol-6-yl-acetylamino)-2-(2,9,9-trimethyl-3,5-dioxa-4-bora-tricyclo[6.1.1.02,6]dec-4-yl)-ethyl]-2-methoxy-benzoic acid tert-butyl ester), B(Cl)(Cl)Cl (BCl3). Product: OB1OC2=C(C[C@@H]1NC(CC1=CC=C3C=CNC3=C1)=O)C=CC=C2C(=O)O ((R)-2-Hydroxy-3-(2-1H-indol-6-yl-acetylamino)-3,4-dihydro-2H-benzo[e][1,2]oxaborinine-8-carboxylic acid). RXN SMILES: C([O:5][C:6](=[O:43])[C:7]1[CH:12]=[CH:11][CH:10]=[C:9]([CH2:13][CH:14]([NH:28][C:29](=[O:40])[CH2:30][C:31]2[CH:39]=[C:38]3[C:34]([CH:35]=[CH:36][NH:37]3)=[CH:33][CH:32]=2)[B:15]2[O:23]C3C(C)(C4CC(C3)C4(C)C)[O:16]2)[C:8]=1OC)(C)(C)C.B(Cl)(Cl)Cl>>[OH:23][B:15]1[C@@H:14]([NH:28][C:29](=[O:40])[CH2:30][C:31]2[CH:39]=[C:38]3[C:34]([CH:35]=[CH:36][NH:37]3)=[CH:33][CH:32]=2)[CH2:13][C:9]2[CH:10]=[CH:11][CH:12]=[C:7]([C:6]([OH:5])=[O:43])[C:8]=2[O:16]1. Procedure details: Prepared from 3-[2-(2-1H-Indol-6-yl-acetylamino)-2-(2,9,9-trimethyl-3,5-dioxa-4-bora-tricyclo[6.1.1.02,6]dec-4-yl)-ethyl]-2-methoxy-benzoic acid tert-butyl ester and BCl3 following the procedure described in Step 2 of Example 1. The crude product was purified by reverse phase preparative HPLC and dried using lyophilization. ESI-MS m/z 365 (MH)+. Starting materials: COc1ccc(C(=O)Nc2cnccc2NC(=O)c2ccc(C(C)(C)C)cc2OC2CCN(C(=O)OC(C)(C)C)CC2)cc1, CO, ClCCl, O=C(O)C(F)(F)F. The product is COc1ccc(C(=O)Nc2cnccc2NC(=O)c2ccc(C(C)(C)C)cc2OC2CCNCC2)cc1. RXN SMILES: [C:1]([O:2][C:3](=[O:4])[N:8]1[CH2:9][CH2:10][CH:11]([O:14][c:15]2[c:16]([C:17](=[O:18])[NH:19][c:20]3[c:21]([NH:26][C:27]([c:28]4[cH:29][cH:30][c:31]([O:34][CH3:35])[cH:32][cH:33]4)=[O:36])[cH:22][n:23][cH:24][cH:25]3)[cH:37][cH:38][c:39]([C:41]([CH3:42])([CH3:43])[CH3:44])[cH:40]2)[CH2:12][CH2:13]1)([CH3:5])([CH3:6])[CH3:7].[CH3:55][OH:56].[Cl:52][CH2:53][Cl:54].[OH:45][C:46]([C:47]([F:48])([F:49])[F:50])=[O:51]>>[NH:8]1[CH2:9][CH2:10][CH:11]([O:14][c:15]2[c:16]([C:17](=[O:18])[NH:19][c:20]3[c:21]([NH:26][C:27]([c:28]4[cH:29][cH:30][c:31]([O:34][CH3:35])[cH:32][cH:33]4)=[O:36])[cH:22][n:23][cH:24][cH:25]3)[cH:37][cH:38][c:39]([C:41]([CH3:42])([CH3:43])[CH3:44])[cH:40]2)[CH2:12][CH2:13]1.